This data is from the Open Reaction Database (ORD), a public repository of structured organic reaction records. The task is: describe an organic reaction: reactants, conditions, products, and yield Reactants: C(C1=CC=CC=C1)OP(OCC1=CC=CC=C1)(=O)COC1=CC(=CC=C1)CC1N(C(N(N(CC1O)CC1=CC=CC=C1)CC1=CC(=C(C=C1)O)OC)=O)CC1=CC(=C(C=C1)O)OC ({3-[1-Benzyl-6-hydroxy-2,4-bis-(4-hydroxy-3-methoxy-benzyl)-3-oxo-[1,2,4]triazepan-5-ylmethyl]-phenoxymethyl}-phosphonic acid dibenzyl ester), C(C1=CC=CC=C1)OP(OCC1=CC=CC=C1)(=O)COC1=C(C=CC=C1)CC1N(C(N(N(CC1O)CC1=CC=CC=C1)CC1=CC(=C(C=C1)O)OC)=O)CC1=CC(=C(C=C1)O)OC ({2-[1-Benzyl-6-hydroxy-2,4-bis-(4-hydroxy-3-methoxy-benzyl)-3-oxo-[1,2,4]triazepan-5-ylmethyl]-phenoxymethyl}-phosphonic acid dibenzyl ester), meta- and ortho-substituted benzyloxy epoxides. The product is C(C1=CC=CC=C1)OP(OCC1=CC=CC=C1)(=O)COC1=CC=C(C=C1)CC1N(C(N(N(CC1O)CC1=CC=CC=C1)CC1=CC(=C(C=C1)O)OC)=O)CC1=CC(=C(C=C1)O)OC ({4-[1-Benzyl-6-hydroxy-2,4-bis-(4-hydroxy-3-methoxy-benzyl)-3-oxo-[1,2,4]triazepan-5-ylmethyl]-phenoxymethyl}-phosphonic acid dibenzyl ester). As a reaction SMILES: C(OP(CO[C:21]1[CH:26]=[CH:25][CH:24]=[C:23]([CH2:27][CH:28]2[CH:34]([OH:35])[CH2:33][N:32]([CH2:36][C:37]3[CH:42]=[CH:41][CH:40]=[CH:39][CH:38]=3)[N:31]([CH2:43][C:44]3[CH:49]=[CH:48][C:47]([OH:50])=[C:46]([O:51][CH3:52])[CH:45]=3)[C:30](=[O:53])[N:29]2[CH2:54][C:55]2[CH:60]=[CH:59][C:58]([OH:61])=[C:57]([O:62][CH3:63])[CH:56]=2)[CH:22]=1)(=O)OCC1C=CC=CC=1)C1C=CC=CC=1.[CH2:64]([O:71][P:72]([CH2:82][O:83]C1C=CC=CC=1CC1C(O)CN(CC2C=CC=CC=2)N(CC2C=CC(O)=C(OC)C=2)C(=O)N1CC1C=CC(O)=C(OC)C=1)(=[O:81])[O:73][CH2:74][C:75]1[CH:80]=[CH:79][CH:78]=[CH:77][CH:76]=1)[C:65]1[CH:70]=[CH:69][CH:68]=[CH:67][CH:66]=1>>[CH2:74]([O:73][P:72]([CH2:82][O:83][C:26]1[CH:21]=[CH:22][C:23]([CH2:27][CH:28]2[CH:34]([OH:35])[CH2:33][N:32]([CH2:36][C:37]3[CH:42]=[CH:41][CH:40]=[CH:39][CH:38]=3)[N:31]([CH2:43][C:44]3[CH:49]=[CH:48][C:47]([OH:50])=[C:46]([O:51][CH3:52])[CH:45]=3)[C:30](=[O:53])[N:29]2[CH2:54][C:55]2[CH:60]=[CH:59][C:58]([OH:61])=[C:57]([O:62][CH3:63])[CH:56]=2)=[CH:24][CH:25]=1)(=[O:81])[O:71][CH2:64][C:65]1[CH:70]=[CH:69][CH:68]=[CH:67][CH:66]=1)[C:75]1[CH:80]=[CH:79][CH:78]=[CH:77][CH:76]=1. Reported procedure: The meta substituted analog {3-[1-Benzyl-6-hydroxy-2,4-bis-(4-hydroxy-3-methoxy-benzyl)-3-oxo-[1,2,4]triazepan-5-ylmethyl]-phenoxymethyl}-phosphonic acid dibenzyl ester or the ortho analog, {2-[1-Benzyl-6-hydroxy-2,4-bis-(4-hydroxy-3-methoxy-benzyl)-3-oxo-[1,2,4]triazepan-5-ylmethyl]-phenoxymethyl}-phosphonic acid dibenzyl ester, are prepared using the same methods except replacing the p-benzyloxyepoxide 13 with the meta- and ortho-substituted benzyloxy epoxides, 11 and 8, respectively. Reactants: CN1CC2=CC=CC=C2C(C1)O (1,2,3,4-tetrahydro-2-methyl-4-isoquinolinol), [H-].[Na+] (sodium hydride), ClC1=CC=C(C=C1)F (p-chlorofluorobenzene), O (water). Solvent: CN(C)C=O (DMF), CN(C)C=O (DMF). Conditions: temperature 75 celsius, time 16 hour. Product: Cl.ClC1=CC=C(OC2CN(CC3=CC=CC=C23)C)C=C1 (4-(p-Chlorophenoxy)-2-methyl-1,2,3,4-tetrahydroisoquinoline hydrochloride). The yield is 43.7%. Reaction SMILES: [CH3:1][N:2]1[CH2:11][CH:10]([OH:12])[C:9]2[C:4](=[CH:5][CH:6]=[CH:7][CH:8]=2)[CH2:3]1.[H-].[Na+].[Cl:15][C:16]1[CH:21]=[CH:20][C:19](F)=[CH:18][CH:17]=1.O>CN(C=O)C>[ClH:15].[Cl:15][C:16]1[CH:21]=[CH:20][C:19]([O:12][CH:10]2[C:9]3[C:4](=[CH:5][CH:6]=[CH:7][CH:8]=3)[CH2:3][N:2]([CH3:1])[CH2:11]2)=[CH:18][CH:17]=1 |f:1.2,6.7|. Procedure: A solution of 1,2,3,4-tetrahydro-2-methyl-4-isoquinolinol (3.3 g, 0.020 mole) in dry DMF is added dropwise under nitrogen to a suspension of sodium hydride 50% (98%) (1.6 g, 0.033 mole), previously washed with hexane, in 40 ml dry DMF, at 65° C. After the evolution of gas ceases, a solution of p-chlorofluorobenzene (3.6 g, 0.028 mole) in 15 ml dry DMF is added slowly, and the resulting mixture is allowed to stir at 75° C. for 16 hours. After cooling to room temperature the solution is poured int... Starting materials: BrC=1C=C2CCCNC2=NC1C(OC)OC (6-bromo-7-(dimethoxymethyl)-1,2,3,4-tetrahydro-1,8-naphthyridine), BrC=1C=C2CCCNC2=NC1C(OC)OC (6-bromo-7-(dimethoxymethyl)-1,2,3,4-tetrahydro-1,8-naphthyridine), [Li]C (MeLi), [NH4+].[Cl-] (NH4Cl), CN(C)C=O (DMF), [Li]CCCC (n-BuLi), [Li]CCCC (n-BuLi), [Li]CCCC (n-BuLi). The solvent is C1CCOC1 (THF), C1CCOC1 (THF). Reaction conditions: time 5 minute. Product: COC(C1=NC=2NCCCC2C=C1C=O)OC (2-(dimethoxymethyl)-5,6,7,8-tetrahydro-1,8-naphthyridine-3-carbaldehyde). Reaction SMILES: Br[C:2]1[CH:3]=[C:4]2[C:9](=[N:10][C:11]=1[CH:12]([O:15][CH3:16])[O:13][CH3:14])[NH:8][CH2:7][CH2:6][CH2:5]2.[Li]C.[Li]CCCC.CN([CH:27]=[O:28])C.[NH4+].[Cl-]>C1COCC1>[CH3:14][O:13][CH:12]([O:15][CH3:16])[C:11]1[C:2]([CH:27]=[O:28])=[CH:3][C:4]2[CH2:5][CH2:6][CH2:7][NH:8][C:9]=2[N:10]=1 |f:4.5|. Procedure: To a solution of 6-bromo-7-(dimethoxymethyl)-1,2,3,4-tetrahydro-1,8-naphthyridine (intermediate 12, 15.0 g, 52.2 mmol) in THF (400 ml) at −78° C. under argon, was added MeLi (1.6 M in Et2O, 32.6 ml, 52.2 mmol), the solution was stirred for 5 min, then n-BuLi (1.6 M in hexane, 35.9 ml, 57.5 mmol) was added slowly and the solution was stirred for 20 min. THF (100 ml) was added to the reaction at −78° C. Subsequently, n-BuLi (1.6 M in hexane, 49.0 ml, 78 mmol) was added and the reaction mixture was... Reactants: CCO, O=[N+]([O-])c1c(Cl)nc(C2CC2)nc1Cl. Yields the product Nc1c(Cl)nc(C2CC2)nc1Cl. As a reaction SMILES: [CH3:15][CH2:16][OH:17].[CH:1]1([c:4]2[n:5][c:6]([Cl:14])[c:7]([N+:11]([O-:12])=[O:13])[c:8]([Cl:10])[n:9]2)[CH2:2][CH2:3]1>>[CH:1]1([c:4]2[n:5][c:6]([Cl:14])[c:7]([NH2:11])[c:8]([Cl:10])[n:9]2)[CH2:2][CH2:3]1. RXN SMILES: [CH2:1]([O:3][C:4]([C:6]1([C:26]([O:28][CH2:29][CH3:30])=[O:27])[CH2:10][CH2:9][CH2:8][N:7]1[C:11]1[CH:12]=[N:13][C:14]([O:17][C:18]2[CH:23]=[CH:22][C:21]([CH:24]=[CH2:25])=[CH:20][CH:19]=2)=[CH:15][CH:16]=1)=[O:5])[CH3:2].[H][H].C(OCC)(=[O:35])C>[Pd]>[CH2:1]([O:3][C:4]([C:6]1([C:26]([O:28][CH2:29][CH3:30])=[O:27])[CH2:10][CH2:9][C:8](=[O:35])[N:7]1[C:11]1[CH:12]=[N:13][C:14]([O:17][C:18]2[CH:19]=[CH:20][C:21]([CH2:24][CH3:25])=[CH:22][CH:23]=2)=[CH:15][CH:16]=1)=[O:5])[CH3:2]. The reagents and catalysts are [Pd] (palladium on charcoal). Product: C(C)OC(=O)C1(N(C(CC1)=O)C=1C=NC(=CC1)OC1=CC=C(C=C1)CC)C(=O)OCC (1-[6-(4-ethyl-phenoxy)-pyridin-3-yl]-5-oxo-pyrrolidine-2,2-dicarboxylic acid diethyl ester). Reported procedure: A mixture of 1-[6-(4-vinyl-phenoxy)-pyridin-3-yl]-pyrrolidine-2,2-dicarboxylic acid diethyl ester (0.20 g), 50 mg of 10% palladium on charcoal and 20 mL of ethyl acetate was shaken under 50 psi of hydrogen gas for 2 hours. The mixture was filtered and concentrated in vacuo, affording 0.20 g of 1-[6-(4-ethyl-phenoxy)-pyridin-3-yl]-5-oxo-pyrrolidine-2,2-dicarboxylic acid diethyl ester as a colorless syrup. 1H NMR (CDCl3, 500 MHz): 8.08 (d, 1H, J=2.5 Hz), 7.73 (dd, 1H, J=2.5, 8.5 Hz), 7.24 (d, 2H, ... The reactants are C(C)OC(=O)C1(N(CCC1)C=1C=NC(=CC1)OC1=CC=C(C=C1)C=C)C(=O)OCC (1-[6-(4-vinyl-phenoxy)-pyridin-3-yl]-pyrrolidine-2,2-dicarboxylic acid diethyl ester), C(C)(=O)OCC (ethyl acetate), [H][H] (hydrogen). Starting materials: CCC(N)(O)C(=O)OC(C)(C)C, CC(C(=O)O)c1ccc(-c2ccccc2)c(F)c1, CCOC(C)=O, CN(C)c1ccncc1, ClCCl. The product is CCC(N)(O)C(=O)OC(C)(C)C, CC(C(=O)O)c1ccc(-c2ccccc2)c(F)c1. Reaction SMILES: [C:1]([CH3:2])([CH3:3])([CH3:4])[O:5][C:6](=[O:7])[C:8]([CH2:9][CH3:10])([OH:11])[NH2:12].[CH3:13][CH:14]([C:15]([OH:16])=[O:17])[c:18]1[cH:19][cH:20][c:21](-[c:25]2[cH:26][cH:27][cH:28][cH:29][cH:30]2)[c:22]([F:23])[cH:24]1.[CH3:31][CH2:32][O:33][C:34](=[O:35])[CH3:36].[CH3:40][N:41]([c:42]1[cH:43][cH:44][n:45][cH:46][cH:47]1)[CH3:48].[Cl:37][CH2:38][Cl:39]>>[C:1]([CH3:2])([CH3:3])([CH3:4])[O:5][C:6](=[O:7])[C:8]([CH2:9][CH3:10])([OH:11])[NH2:12].[CH3:13][CH:14]([C:15](=[O:16])[OH:17])[c:18]1[cH:19][cH:20][c:21](-[c:25]2[cH:26][cH:27][cH:28][cH:29][cH:30]2)[c:22]([F:23])[cH:24]1. The reactants are C1CCOC1, CO, C=CCCCCCC(NC(=O)N(C)CC(C)(C)CC=C)C(=O)OCC, [Li+], [OH-], O. Yields the product C=CCCCCCC(NC(=O)N(C)CC(C)(C)CC=C)C(=O)O. Reaction SMILES: [CH2:31]1[O:32][CH2:33][CH2:34][CH2:35]1.[CH3:28][OH:29].[CH3:3][C:4]([CH2:5][N:6]([C:7](=[O:8])[NH:9][CH:10]([C:11](=[O:12])[O:13][CH2:14][CH3:15])[CH2:16][CH2:17][CH2:18][CH2:19][CH2:20][CH:21]=[CH2:22])[CH3:23])([CH2:24][CH:25]=[CH2:26])[CH3:27].[Li+:2].[OH-:1].[OH2:30]>>[CH3:3][C:4]([CH2:5][N:6]([C:7](=[O:8])[NH:9][CH:10]([C:11](=[O:12])[OH:13])[CH2:16][CH2:17][CH2:18][CH2:19][CH2:20][CH:21]=[CH2:22])[CH3:23])([CH2:24][CH:25]=[CH2:26])[CH3:27]. Product: OC1=CC=C(C(=O)C=2NC=CC2)C=C1 (2-(4-Hydroxybenzoyl)-pyrrole). Reaction conditions: temperature 0 celsius, time 15 minute. Run in CC#N (CH3CN), C(Cl)Cl (CH2Cl2). Reported procedure: To a stirred suspension of 4-hydroxybenzoic acid (5.50 g, 40.0 mmol) in CH3CN cooled to 0° C. was added trifluoroacetic anhydride (10 mL, 72.0 mmol). After 15 minutes had passed, the benzoic acid dissolved. To this cooled solution at 0° C. was added 1-(p-tolylsulfonyl)pyrrole (8.85 g, 40.0 mmol) followed by enough CH2Cl2 to dissolve the pyrrole at this temperature. An additional volume of trifluoroacetic anhydride (10 mL, 72.0 mmol) was added to the reaction mixture followed by H3PO4 (2 mL, 37.0... The reactants are FC(C(=O)OC(C(F)(F)F)=O)(F)F (trifluoroacetic anhydride), OC1=CC=C(C(=O)O)C=C1 (4-hydroxybenzoic acid), C1(=CC=C(C=C1)S(=O)(=O)N1C=CC=C1)C (1-(p-tolylsulfonyl)pyrrole), N1C=CC=C1 (pyrrole), OC1=CC=C(C(=O)O)C=C1 (4-hydroxybenzoic acid), OP(=O)(O)O (H3PO4), FC(C(=O)OC(C(F)(F)F)=O)(F)F (trifluoroacetic anhydride), C(C1=CC=CC=C1)(=O)O (benzoic acid), FC(C(=O)OC(C(F)(F)F)=O)(F)F (trifluoroacetic anhydride). As a reaction SMILES: [OH:1][C:2]1[CH:10]=[CH:9][C:5]([C:6]([OH:8])=O)=[CH:4][CH:3]=1.FC(F)(F)C(OC(=O)C(F)(F)F)=O.C(O)(=O)C1C=CC=CC=1.C1(C)C=CC(S([N:42]2[CH:46]=[CH:45][CH:44]=[CH:43]2)(=O)=O)=CC=1.N1C=CC=C1.OP(O)(O)=O>CC#N.C(Cl)Cl>[OH:1][C:2]1[CH:3]=[CH:4][C:5]([C:6]([C:43]2[NH:42][CH:46]=[CH:45][CH:44]=2)=[O:8])=[CH:9][CH:10]=1. The reactants are [BH4-], O=C([O-])O, CO, NCC1CC1, COCCc1ccc(Cl)c(C=O)c1, [Na+], [Na+]. Product: COCCc1ccc(Cl)c(CNCC2CC2)c1. Reaction SMILES: [BH4-:24].[C:19](=[O:20])([OH:21])[O-:22].[CH3:26][OH:27].[CH:14]1([CH2:17][NH2:18])[CH2:15][CH2:16]1.[Cl:1][c:2]1[c:3]([CH:4]=[O:5])[cH:6][c:7]([CH2:10][CH2:11][O:12][CH3:13])[cH:8][cH:9]1.[Na+:23].[Na+:25]>>[Cl:1][c:2]1[c:3]([CH2:4][NH:18][CH2:17][CH:14]2[CH2:15][CH2:16]2)[cH:6][c:7]([CH2:10][CH2:11][O:12][CH3:13])[cH:8][cH:9]1.